This data is from the Open Reaction Database (ORD), a public repository of structured organic reaction records. The task is: describe an organic reaction: reactants, conditions, products, and yield Starting materials: CC1=CC=C(C=C1)S(=O)(=O)NC(OC(CC1=CC=C(C=C1)N1C(=NC=2C1=NC(=CC2C)C)CC)C)=O (2-[4-(2-ETHYL-5,7-DIMETHYL-3H-IMIDAZO[4,5-b]PYRIDIN-3-YL)PHENYL]-1-METHYLETHYL (4-METHYLPHENYL)SULFONYLCARBAMATE), Cl (HCl). The solvent is CO (methanol), CO (methanol). Yields the product Cl.CC1=CC=C(C=C1)S(=O)(=O)NC(OC(CC1=CC=C(C=C1)N1C(=NC=2C1=NC(=CC2C)C)CC)C)=O (2-[4-(2-ETHYL-5,7-DIMETHYL-3H-IMIDAZO[4,5-B]PYRIDIN-3-YL)PHENYL]-1-METHYLETHYL (4-METHYLPHENYL)SULFONYLCARBAMATE MONO-HYDROCHLORIDE). Yield: 90.0%. RXN SMILES: [CH3:1][C:2]1[CH:7]=[CH:6][C:5]([S:8]([NH:11][C:12](=[O:36])[O:13][CH:14]([CH3:35])[CH2:15][C:16]2[CH:21]=[CH:20][C:19]([N:22]3[C:26]4=[N:27][C:28]([CH3:32])=[CH:29][C:30]([CH3:31])=[C:25]4[N:24]=[C:23]3[CH2:33][CH3:34])=[CH:18][CH:17]=2)(=[O:10])=[O:9])=[CH:4][CH:3]=1.[ClH:37]>CO>[ClH:37].[CH3:1][C:2]1[CH:3]=[CH:4][C:5]([S:8]([NH:11][C:12](=[O:36])[O:13][CH:14]([CH3:35])[CH2:15][C:16]2[CH:17]=[CH:18][C:19]([N:22]3[C:26]4=[N:27][C:28]([CH3:32])=[CH:29][C:30]([CH3:31])=[C:25]4[N:24]=[C:23]3[CH2:33][CH3:34])=[CH:20][CH:21]=2)(=[O:9])=[O:10])=[CH:6][CH:7]=1 |f:3.4|. Procedure: To a solution of 2-[4-(2-ethyl-5,7-dimethyl-3H-imidazo[4,5-b]pyridin-3-yl)phenyl]-1-methylethyl (4-methylphenyl)sulfonylcarbamate (Example 7, 694 mg, 1.37 mmol) in methanol (4 ml) was added 10% HCl in methanol (2 ml) at room temperature. This mixture was concentrated, and treated with diethylether to afford 624 mg (90%) of the title compound as a slight yellow solid. Reactants: ClCCl, Cl, O=[N+]([O-])c1ccc(S(F)(F)(F)(F)F)cc1, [Na+], [OH-], Cl[Sn]Cl. Product: Nc1ccc(S(F)(F)(F)(F)F)cc1. RXN SMILES: [Cl:22][CH2:23][Cl:24].[ClH:4].[N+:5]([O-:6])(=[O:7])[c:8]1[cH:9][cH:10][c:11]([S:14]([F:15])([F:16])([F:17])([F:18])[F:19])[cH:12][cH:13]1.[Na+:21].[OH-:20].[Sn:1]([Cl:2])[Cl:3]>>[NH2:5][c:8]1[cH:9][cH:10][c:11]([S:14]([F:15])([F:16])([F:17])([F:18])[F:19])[cH:12][cH:13]1. The reactants are C(C)(C)(C)OC(=O)N1CC2N=C(OC2C1)NC=1C=C2C(=NC=NC2=CC1)NC1=CC(=C(C=C1)OCC1=NC=CC=C1)Cl (2-{4-[3-Chloro-4-(pyridin-2-ylmethoxy)-phenylamino]-quinazolin-6-ylamino}-3a,4,6,6a-tetrahydro-pyrrolo[3,4-d]oxazole-5-carboxylic acid tert-butyl ester), C(=O)(C(F)(F)F)O (TFA). Run in C(Cl)Cl (methylene chloride). The product is ClC=1C=C(C=CC1OCC1=NC=CC=C1)NC1=NC=NC2=CC=C(C=C12)NC=1OC2C(N1)CNC2 (N4-[3-Chloro-4-(pyridin-2-ylmethoxy)-phenyl]-N6-(4,5,6,6a-tetrahydro-3aH-pyrrolo[3,4-d]oxazol-2-yl)-quinazoline-4,6-diamine). Reaction SMILES: C(OC([N:8]1[CH2:15][CH:14]2[CH:10]([N:11]=[C:12]([NH:16][C:17]3[CH:18]=[C:19]4[C:24](=[CH:25][CH:26]=3)[N:23]=[CH:22][N:21]=[C:20]4[NH:27][C:28]3[CH:33]=[CH:32][C:31]([O:34][CH2:35][C:36]4[CH:41]=[CH:40][CH:39]=[CH:38][N:37]=4)=[C:30]([Cl:42])[CH:29]=3)[O:13]2)[CH2:9]1)=O)(C)(C)C.C(O)(C(F)(F)F)=O>C(Cl)Cl>[Cl:42][C:30]1[CH:29]=[C:28]([NH:27][C:20]2[C:19]3[C:24](=[CH:25][CH:26]=[C:17]([NH:16][C:12]4[O:13][CH:14]5[CH2:15][NH:8][CH2:9][CH:10]5[N:11]=4)[CH:18]=3)[N:23]=[CH:22][N:21]=2)[CH:33]=[CH:32][C:31]=1[O:34][CH2:35][C:36]1[CH:41]=[CH:40][CH:39]=[CH:38][N:37]=1. Procedure: N4-[3-Chloro-4-(pyridin-2-ylmethoxy)-phenyl]-N6-(4,5,6,6a-tetrahydro-3aH-pyrrolo[3,4-d]oxazol-2-yl)-quinazoline-4,6-diamine is prepared from 2-{4-[3-Chloro-4-(pyridin-2-ylmethoxy)-phenylamino]-quinazolin-6-ylamino}-3a,4,6,6a-tetrahydro-pyrrolo[3,4-d]oxazole-5-carboxylic acid tert-butyl ester by standard BOC deprotection methods using TFA in methylene chloride. MS APCI (+) m/z 488, 490 (M+1, Cl pattern) detected; 1H NMR (400 mHz, CD3OD) δ 8.56 (d, 1H), 8.44 (s, 1H), 8.21 (br. s, 1H), 7.91 (m, 2H)... As a reaction SMILES: [Br:21][CH2:22][CH2:23][CH2:24][CH2:25][OH:26].[F:1][c:2]1[cH:3][cH:4][c:5]2[c:6]([cH:20]1)[CH2:7][NH:8][S:9](=[O:18])(=[O:19])[N:10]2[c:11]1[c:12]([F:17])[cH:13][cH:14][cH:15][cH:16]1>>[F:1][c:2]1[cH:3][cH:4][c:5]2[c:6]([cH:20]1)[CH2:7][N:8]([CH2:25][CH2:24][CH2:23][CH2:22][Br:21])[S:9](=[O:18])(=[O:19])[N:10]2[c:11]1[c:12]([F:17])[cH:13][cH:14][cH:15][cH:16]1. The product is O=S1(=O)N(CCCCBr)Cc2cc(F)ccc2N1c1ccccc1F. Reactants: OCCCCBr, O=S1(=O)NCc2cc(F)ccc2N1c1ccccc1F. Starting materials: CCOC(=O)c1cc(OC)c(OCCCN2CCOCC2)cc1[N+](=O)[O-], CCO, CCOC(C)=O, [H][H]. Yields the product CCOC(=O)c1cc(OC)c(OCCCN2CCOCC2)cc1N. As a reaction SMILES: [CH3:1][O:2][c:3]1[cH:4][c:5]([C:6](=[O:7])[O:8][CH2:9][CH3:10])[c:11]([N+:24]([O-:25])=[O:26])[cH:12][c:13]1[O:14][CH2:15][CH2:16][CH2:17][N:18]1[CH2:19][CH2:20][O:21][CH2:22][CH2:23]1.[CH3:29][CH2:30][OH:31].[CH3:32][CH2:33][O:34][C:35](=[O:36])[CH3:37].[H:27][H:28]>>[CH3:1][O:2][c:3]1[cH:4][c:5]([C:6](=[O:7])[O:8][CH2:9][CH3:10])[c:11]([NH2:24])[cH:12][c:13]1[O:14][CH2:15][CH2:16][CH2:17][N:18]1[CH2:19][CH2:20][O:21][CH2:22][CH2:23]1. Starting materials: COC(CN1C(=NC2=C1C=C(C=C2)F)SCC2=C(C=CC(=C2)C(C)=O)OC)=O (methyl[2-(5-acetyl-2-methoxy-benzylsulfanyl)-6-fluoro-benzoimidazol-1-yl]-acetate), [OH-].[Li+] (lithium hydroxide). The solvent is C1CCOC1 (THF). Conditions: time 1 hour. Yields the product C(C)(=O)C=1C=CC(=C(CSC2=NC3=C(N2CC(=O)O)C=C(C=C3)F)C1)OC ([2-(5-Acetyl-2-methoxy-benzylsulfanyl)-6-fluoro-benzoimidazol-1-yl]-acetic acid). The yield is 53.3%. Reaction SMILES: C[O:2][C:3](=[O:28])[CH2:4][N:5]1[C:9]2[CH:10]=[C:11]([F:14])[CH:12]=[CH:13][C:8]=2[N:7]=[C:6]1[S:15][CH2:16][C:17]1[CH:22]=[C:21]([C:23](=[O:25])[CH3:24])[CH:20]=[CH:19][C:18]=1[O:26][CH3:27].[OH-].[Li+]>C1COCC1>[C:23]([C:21]1[CH:20]=[CH:19][C:18]([O:26][CH3:27])=[C:17]([CH:22]=1)[CH2:16][S:15][C:6]1[N:5]([CH2:4][C:3]([OH:28])=[O:2])[C:9]2[CH:10]=[C:11]([F:14])[CH:12]=[CH:13][C:8]=2[N:7]=1)(=[O:25])[CH3:24] |f:1.2|. Procedure: To a solution of methyl[2-(5-acetyl-2-methoxy-benzylsulfanyl)-6-fluoro-benzoimidazol-1-yl]-acetate (Precursor 6-F-H-11b, 11.3 mg, 0.029 mmol) in dry THF (0.3 ml) is added some 1 N aqueous lithium hydroxide solution (0.140 ml, 5 eq.). The resulting biphasic solution is allowed to stir 1 h at rt. The solvents are removed in vacuo, water is added as well as 1N HCl in water so as to set the pH of the aqueous solution to pH=1. The resulting acidic aqueous phase is extracted three times with AcOEt. Th... Starting materials: ClC1=CC2=C(N=CN=C2NC2=CC=C(C=C2)OCC2OCCO2)C=N1 (6-chloro-4-[4-(1,3-dioxolan-2-yl)methoxyanilino]pyrido[3,4-d]pyrimidin), CNC (dimethylamine). Reaction SMILES: Cl[C:2]1[N:25]=[CH:24][C:5]2[N:6]=[CH:7][N:8]=[C:9]([NH:10][C:11]3[CH:16]=[CH:15][C:14]([O:17][CH2:18][CH:19]4[O:23][CH2:22][CH2:21][O:20]4)=[CH:13][CH:12]=3)[C:4]=2[CH:3]=1.[CH3:26][NH:27][CH3:28]>>[CH3:26][N:27]([C:2]1[N:25]=[CH:24][C:5]2[N:6]=[CH:7][N:8]=[C:9]([NH:10][C:11]3[CH:16]=[CH:15][C:14]([O:17][CH2:18][CH:19]4[O:23][CH2:22][CH2:21][O:20]4)=[CH:13][CH:12]=3)[C:4]=2[CH:3]=1)[CH3:28]. Procedure: Prepared according to Procedure C from 6-chloro-4-[4-(1,3-dioxolan-2-yl)methoxyanilino]pyrido[3,4-d]pyrimidin and dimethylamine (33% aqueous solution); δH (CDCl3) 9.71 (1H,s), 8.87 (1H,s), 8.38 (1H,s), 7.78 (2H,d), 7.35 (1H,s) 7.09 (2H,d), 5.30 (1H,t), 4.00 (6H,m), 3.25 (6H,s); m/z (M+1)+368. The product is CN(C)C1=CC2=C(N=CN=C2NC2=CC=C(C=C2)OCC2OCCO2)C=N1 (6-(N,N-Dimethylamino)-4-[4-(1,3-dioxolan-2-yl)methoxyanilino]pyrido[3,4-d]pyrimidine). Reactants: CN1N=CC=C1C=1C=C(C=CC1)CC(=O)OCC (ethyl 2-(3-(1-methyl-1H-pyrazol-5-yl)phenyl)acetate), [OH-].[Na+] (NaOH). Run in CO (MeOH). Reaction conditions: time 2 hour. Yields the product CN1N=CC=C1C=1C=C(C=CC1)CC(=O)O (2-(3-(1-methyl-1H-pyrazol-5-yl)phenyl)acetic acid). Reaction SMILES: [CH3:1][N:2]1[C:6]([C:7]2[CH:8]=[C:9]([CH2:13][C:14]([O:16]CC)=[O:15])[CH:10]=[CH:11][CH:12]=2)=[CH:5][CH:4]=[N:3]1.[OH-].[Na+]>CO>[CH3:1][N:2]1[C:6]([C:7]2[CH:8]=[C:9]([CH2:13][C:14]([OH:16])=[O:15])[CH:10]=[CH:11][CH:12]=2)=[CH:5][CH:4]=[N:3]1 |f:1.2|. Procedure details: To a solution of ethyl 2-(3-(1-methyl-1H-pyrazol-5-yl)phenyl)acetate (300 mg, 1.2 mmol) in MeOH (6 mL) was added aqueous NaOH (1.5 mL, 40 W %). The mixture was stirred at room temperature for 2 h. The reaction mixture was concentrated and the residue dissolved in water and adjusted pH to 5-6 with 2N of HCl. The solution was then extracted with EtOAc and the combined organic layers were concentrated to give the crude product which was used directly in the next step. LCMS (m/z): 231.1 (M+1).